Dataset: the Open Reaction Database (ORD), a public repository of structured organic reaction records. Task: describe an organic reaction: reactants, conditions, products, and yield The reactants are C(C)(C)(C)OC(=O)N1CCC2=C(CC1)C(=C(C=C2)Cl)SCCCN2C(C1=CC=CC=C1C2=O)=O (3-tert-butoxycarbonyl-7-chloro-6-[3-(1,3-dioxo-1,3-dihydroisoindol-2-yl)-propylthio]-2,3,4,5-tetrahydro-1H-benzo[d]azepine), NN (hydrazine). Solvent: C(C)O (ethanol). Run at temperature 65 celsius. Product: NCCCSC1=C(C=CC=2CCN(CCC21)C(=O)OC(C)(C)C)Cl (6-(3-aminopropylthio)-3-tert-butoxycarbonyl-7-chloro-2,3,4,5-tetrahydro-1H-benzo[d]azepine). Yield: 97.1%. Reaction SMILES: [C:1]([O:5][C:6]([N:8]1[CH2:14][CH2:13][C:12]2[C:15]([S:20][CH2:21][CH2:22][CH2:23][N:24]3C(=O)C4C(=CC=CC=4)C3=O)=[C:16]([Cl:19])[CH:17]=[CH:18][C:11]=2[CH2:10][CH2:9]1)=[O:7])([CH3:4])([CH3:3])[CH3:2].NN>C(O)C>[NH2:24][CH2:23][CH2:22][CH2:21][S:20][C:15]1[C:12]2[CH2:13][CH2:14][N:8]([C:6]([O:5][C:1]([CH3:3])([CH3:2])[CH3:4])=[O:7])[CH2:9][CH2:10][C:11]=2[CH:18]=[CH:17][C:16]=1[Cl:19]. Procedure: Suspend 3-tert-butoxycarbonyl-7-chloro-6-[3-(1,3-dioxo-1,3-dihydroisoindol-2-yl)-propylthio]-2,3,4,5-tetrahydro-1H-benzo[d]azepine (1.20 g, 2.39 mmol) in ethanol (53.2 mL), add hydrazine (0.150 mL, 4.78 mmol) and heat at 65° C. for 2 h. Cool to ambient temperature, filter from precipitate, and concentrate in vacuo to provide the 6-(3-aminopropylthio)-3-tert-butoxycarbonyl-7-chloro-2,3,4,5-tetrahydro-1H-benzo[d]azepine (861 mg, 97%). MS (APCI+) m/z: 371 (M+H)+. The reactants are COCCNCC1=CC(=C(OCC(=O)OCC)C=C1)C (ethyl (4-{[(2-methoxyethyl)amino]methyl}-2-methylphenoxy)acetate), C(CCC)N(C1=NC=CC(=N1)C1=CC=C(C=C1)Cl)CC1=CC(=C(OCC(=O)OCC)C=C1)C (Ethyl [4-({butyl[4-(4-chlorophenyl)pyrimidin-2-yl]amino}methyl)-2-methylphenoxy]acetate). Product: ClC1=CC=C(C=C1)C1=NC(=NC=C1)N(CCOC)CC1=CC(=C(OCC(=O)OCC)C=C1)C (Ethyl (4-{[[4-(4-chlorophenyl)pyrimidin-2-yl](2-methoxyethyl)amino]methyl}-2-methylphenoxy)acetate). As a reaction SMILES: [CH3:1][O:2][CH2:3][CH2:4][NH:5][CH2:6][C:7]1[CH:19]=[CH:18][C:10]([O:11][CH2:12][C:13]([O:15][CH2:16][CH3:17])=[O:14])=[C:9]([CH3:20])[CH:8]=1.C(N(CC1C=CC(OCC(OCC)=O)=C(C)C=1)[C:26]1[N:31]=[C:30]([C:32]2[CH:37]=[CH:36][C:35]([Cl:38])=[CH:34][CH:33]=2)[CH:29]=[CH:28][N:27]=1)CCC>>[Cl:38][C:35]1[CH:34]=[CH:33][C:32]([C:30]2[CH:29]=[CH:28][N:27]=[C:26]([N:5]([CH2:6][C:7]3[CH:19]=[CH:18][C:10]([O:11][CH2:12][C:13]([O:15][CH2:16][CH3:17])=[O:14])=[C:9]([CH3:20])[CH:8]=3)[CH2:4][CH2:3][O:2][CH3:1])[N:31]=2)=[CH:37][CH:36]=1. Procedure: Prepared from ethyl (4-{[(2-methoxyethyl)amino]methyl}-2-methylphenoxy)acetate using the synthetic procedure described for Intermediate 45. Purification by Biotage™ chromatography (silica, 90 g) eluted with 100:15 to 100:25 cyclohexane:EtOAc afforded the title compound as a colourless gum (165 mg). The reactants are C(C1=CC=CC=C1)Cl (benzyl chloride), Cl (hydrochloride), Cl (hydrochloric acid), O(C1=CC=CC=C1)CCN1CCN(CC1)C(=O)C=1C=C2CCC(NC2=CC1)=O (6-[4-(2-phenoxyethyl)-1-piperazinylcarbonyl]-3,4-dihydrocarbostyril), [H-].[Na+] (sodium hydride). The solvent is CN(C=O)C (dimethylformamide), CN(C=O)C (dimethylformamide), O (water). Reaction conditions: time 1 hour. The product is Cl.C(C1=CC=CC=C1)N1C(=O)CCC2=CC(=CC=C12)C(=O)N1CCN(CC1)CCOC1=CC=CC=C1 (1-benzyl-6-[4-(2-phenoxyethyl)-1-piperazinylcarbonyl]-3,4-dihydrocarbostyril monohydrochloride). Reaction SMILES: [O:1]([CH2:8][CH2:9][N:10]1[CH2:15][CH2:14][N:13]([C:16]([C:18]2[CH:19]=[C:20]3[C:25](=[CH:26][CH:27]=2)[NH:24][C:23](=[O:28])[CH2:22][CH2:21]3)=[O:17])[CH2:12][CH2:11]1)[C:2]1[CH:7]=[CH:6][CH:5]=[CH:4][CH:3]=1.[H-].[Na+].[CH2:31]([Cl:38])[C:32]1[CH:37]=[CH:36][CH:35]=[CH:34][CH:33]=1.Cl>O.CN(C)C=O>[ClH:38].[CH2:31]([N:24]1[C:25]2[C:20](=[CH:19][C:18]([C:16]([N:13]3[CH2:14][CH2:15][N:10]([CH2:9][CH2:8][O:1][C:2]4[CH:7]=[CH:6][CH:5]=[CH:4][CH:3]=4)[CH2:11][CH2:12]3)=[O:17])=[CH:27][CH:26]=2)[CH2:21][CH2:22][C:23]1=[O:28])[C:32]1[CH:37]=[CH:36][CH:35]=[CH:34][CH:33]=1 |f:1.2,7.8|. Procedure: 480 Milligrams of 6-[4-(2-phenoxyethyl)-1-piperazinylcarbonyl]-3,4-dihydrocarbostyril and 70 ml of 50%-sodium hydride in oil were mixed into 5 ml of dimethylformamide and stirred at a room temperature for 1 hour. Then to this mixture was added a solution of 0.17 ml of benzyl chloride with 3 ml of dimethylformamide was added dropwise slowly and stirred at a room temperature for 4 hours. The reaction mixture was poured in a voluminous amount of water and the organic matters were extracted with chl... Product: [Br-], O=C(C[n+]1cc2ccccn2c1)c1ccc(Cl)cc1. RXN SMILES: [Cl:10][c:11]1[cH:12][cH:13][c:14]([C:15]([CH2:16][Br:17])=[O:18])[cH:19][cH:20]1.[O:21]1[CH2:22][CH2:23][CH2:24][CH2:25]1.[cH:1]1[n:2][cH:3][n:4]2[c:5]1[cH:6][cH:7][cH:8][cH:9]2>>[Br-:17].[cH:1]1[n+:2]([CH2:16][C:15]([c:14]2[cH:13][cH:12][c:11]([Cl:10])[cH:20][cH:19]2)=[O:18])[cH:3][n:4]2[c:5]1[cH:6][cH:7][cH:8][cH:9]2. Reactants: O=C(CBr)c1ccc(Cl)cc1, C1CCOC1, c1ccn2cncc2c1. Starting materials: BrC1=CC(=C(C=C1)/C=C/CC(=O)O)F ((E)-4-(4-bromo-2-fluoro-phenyl)-but-3-enoic acid). The reagents and catalysts are [Pd] (palladium on carbon). The solvent is C(C)(=O)OCC (ethyl acetate). Run at time 16 hour. Product: BrC1=CC(=C(C=C1)CCCC(=O)O)F (4-(4-bromo-2-fluoro-phenyl)-butyric acid). Reaction SMILES: [Br:1][C:2]1[CH:7]=[CH:6][C:5](/[CH:8]=[CH:9]/[CH2:10][C:11]([OH:13])=[O:12])=[C:4]([F:14])[CH:3]=1>C(OCC)(=O)C.[Pd]>[Br:1][C:2]1[CH:7]=[CH:6][C:5]([CH2:8][CH2:9][CH2:10][C:11]([OH:13])=[O:12])=[C:4]([F:14])[CH:3]=1. Procedure: To a solution of (E)-4-(4-bromo-2-fluoro-phenyl)-but-3-enoic acid (0.730 g, 2.536 mmol) in ethyl acetate (12 mL) is added palladium on carbon (10% wt., 0.270 g, 0.254 mmol) and the flask is flushed with hydrogen. After 16 hours under a H2 atmosphere (balloon pressure), the mixture is filtered, concentrated and then resubmitted to the same conditions. After 6 hours, the mixture is filtered and concentrated to give 4-(4-bromo-2-fluoro-phenyl)-butyric acid, which is used in the next step without pu... Starting materials: C(C1=CC=CC=C1)OC(=O)NC=1C=C(N)C=CC1 (m-(benzyloxycarbonylamino)aniline), C(C)(C)(C)C1=CC=C(C=C1)C1=NC2=C(C(O1)=O)C=CC=C2 (2-(4-tert-butylphenyl)-4H-3,1-benzoxazin-4-one). The product is NC=1C=C(C=CC1)NC(C1=C(C=CC=C1)NC(C1=CC=C(C=C1)C(C)(C)C)=O)=O (N-(3-Aminophenyl)-2-[(4-tert-butylbenzoyl)amino]benzamide). Isolated yield 6.9%. RXN SMILES: C(O[C:9]([NH:11][C:12]1[CH:13]=[C:14]([CH:16]=[CH:17][CH:18]=1)[NH2:15])=[O:10])C1C=CC=CC=1.[C:19]([C:23]1[CH:28]=[CH:27][C:26]([C:29]2[O:34]C(=O)[C:32]3[CH:36]=[CH:37][CH:38]=[CH:39][C:31]=3[N:30]=2)=[CH:25][CH:24]=1)([CH3:22])([CH3:21])[CH3:20]>>[NH2:15][C:14]1[CH:13]=[C:12]([NH:11][C:9](=[O:10])[C:32]2[CH:36]=[CH:37][CH:38]=[CH:39][C:31]=2[NH:30][C:29](=[O:34])[C:26]2[CH:25]=[CH:24][C:23]([C:19]([CH3:21])([CH3:20])[CH3:22])=[CH:28][CH:27]=2)[CH:18]=[CH:17][CH:16]=1. Procedure details: By methods substantially equivalent to those described in Example 96, the title compound (40 mg, 9% for two steps) was prepared from m-(benzyloxycarbonylamino)aniline 1.5 mmol) and 2-(4-tert-butylphenyl)-4H-3,1-benzoxazin-4-one (1.5 mmol).